This data is from the Open Reaction Database (ORD), a public repository of structured organic reaction records. The task is: describe an organic reaction: reactants, conditions, products, and yield The reactants are O=C(n1ccnc1)n1ccnc1, COC(CN)OC, CCOC(C)=O. Yields the product COC(CNC(=O)n1ccnc1)OC. As a reaction SMILES: [C:1](=[O:2])([n:3]1[cH:4][n:5][cH:6][cH:7]1)[n:8]1[cH:9][cH:10][n:11][cH:12]1.[CH3:13][O:14][CH:15]([CH2:16][NH2:17])[O:18][CH3:19].[CH3:20][CH2:21][O:22][C:23]([CH3:24])=[O:25]>>[C:1](=[O:2])([n:3]1[cH:4][n:5][cH:6][cH:7]1)[NH:17][CH2:16][CH:15]([O:14][CH3:13])[O:18][CH3:19]. Reactants: N(=O)[O-].[Na+] (sodium nitrite), CC=1C=C(C=CC1C)O (3,4-dimethylphenol), FC(C(=O)O)(F)F (trifluoroacetic acid). Solvent: O (water). Conditions: time 14 hour. Product: CC1=CC(=C(C=C1C)O)[N+](=O)[O-] (4,5-Dimethyl-2-nitrophenol). Isolated yield 80.0%. As a reaction SMILES: [CH3:1][C:2]1[CH:3]=[C:4]([OH:9])[CH:5]=[CH:6][C:7]=1[CH3:8].FC(F)(F)C(O)=O.[N:17]([O-:19])=[O:18].[Na+]>O>[CH3:8][C:7]1[C:2]([CH3:1])=[CH:3][C:4]([OH:9])=[C:5]([N+:17]([O-:19])=[O:18])[CH:6]=1 |f:2.3|. Reported procedure: To 3,4-dimethylphenol(12.1 g, 0.1 mol), trifluoroacetic acid(250 ml) was added, and in water bath sodium nitrite(12.4 g, 0.18 mol) was added slowly. The resulting mixture was stirred at room temperature for 14 hours and concentrated under the reduced pressure to remove trifluoroacetic acid, followed by addition of water(150 ml), extracted with ether and purified by column chromatography to obtain the titled compound. The reactants are CC(C)(C)OC(=O)Nc1ccccc1, NC1CCCCC1N, [Cu]I, Cc1cc(C)cc(I)c1, [K+], [K+], [K+], C1COCCO1, O=P([O-])([O-])[O-]. The product is Cc1cc(C)cc(N(C(=O)OC(C)(C)C)c2ccccc2)c1. Reaction SMILES: [C:1]([CH3:2])([CH3:3])([CH3:4])[O:5][C:6](=[O:7])[NH:8][c:9]1[cH:10][cH:11][cH:12][cH:13][cH:14]1.[CH:23]1([NH2:24])[CH2:25][CH2:26][CH2:27][CH2:28][CH:29]1[NH2:30].[Cu:40][I:41].[I:31][c:32]1[cH:33][c:34]([CH3:39])[cH:35][c:36]([CH3:38])[cH:37]1.[K+:20].[K+:21].[K+:22].[O:42]1[CH2:43][CH2:44][O:45][CH2:46][CH2:47]1.[P:15]([O-:16])([O-:17])([O-:18])=[O:19]>>[C:1]([CH3:2])([CH3:3])([CH3:4])[O:5][C:6](=[O:7])[N:8]([c:9]1[cH:10][cH:11][cH:12][cH:13][cH:14]1)[c:32]1[cH:33][c:34]([CH3:39])[cH:35][c:36]([CH3:38])[cH:37]1. Starting materials: ClC1=C(C=CC=C1)N1N=C(NC1=O)CCC(C)C (2-(2-chlorophenyl)-2,4-dihydro-5-(3-methylbutyl)-3H-1,2,4-triazol-3-one), crude product, N(=[N+]=[N-])CC1=CC=C(C=C1)C1=C(C=CC=C1)C1=NN=NN1C(C1=CC=CC=C1)(C1=CC=CC=C1)C1=CC=CC=C1 (5-[4'-(Azidomethyl)biphenyl-2-yl]-N-trityltetrazole), [H-].[Na+] (sodium hydride). The product is ClC1=C(C=CC=C1)N1N=C(N(C1=O)CC1=CC=C(C=C1)C1=C(C=CC=C1)C1=NN=NN1C(C1=CC=CC=C1)(C1=CC=CC=C1)C1=CC=CC=C1)CCC(C)C (2-(2-Chlorophenyl)-2,4-dihydro-5-(3-methylbutyl)-4-[[2'-(N-trityltetrazol-5-yl)biphenyl-4-yl]methyl]-3H-1,2,4-triazol-3-one). Isolated yield 39.0%. Reaction SMILES: [Cl:1][C:2]1[CH:7]=[CH:6][CH:5]=[CH:4][C:3]=1[N:8]1[C:12](=[O:13])[NH:11][C:10]([CH2:14][CH2:15][CH:16]([CH3:18])[CH3:17])=[N:9]1.N([CH2:22][C:23]1[CH:28]=[CH:27][C:26]([C:29]2[CH:34]=[CH:33][CH:32]=[CH:31][C:30]=2[C:35]2[N:39]([C:40]([C:53]3[CH:58]=[CH:57][CH:56]=[CH:55][CH:54]=3)([C:47]3[CH:52]=[CH:51][CH:50]=[CH:49][CH:48]=3)[C:41]3[CH:46]=[CH:45][CH:44]=[CH:43][CH:42]=3)[N:38]=[N:37][N:36]=2)=[CH:25][CH:24]=1)=[N+]=[N-].[H-].[Na+]>>[Cl:1][C:2]1[CH:7]=[CH:6][CH:5]=[CH:4][C:3]=1[N:8]1[C:12](=[O:13])[N:11]([CH2:22][C:23]2[CH:24]=[CH:25][C:26]([C:29]3[CH:34]=[CH:33][CH:32]=[CH:31][C:30]=3[C:35]3[N:39]([C:40]([C:53]4[CH:58]=[CH:57][CH:56]=[CH:55][CH:54]=4)([C:47]4[CH:48]=[CH:49][CH:50]=[CH:51][CH:52]=4)[C:41]4[CH:46]=[CH:45][CH:44]=[CH:43][CH:42]=4)[N:38]=[N:37][N:36]=3)=[CH:27][CH:28]=2)[C:10]([CH2:14][CH2:15][CH:16]([CH3:18])[CH3:17])=[N:9]1 |f:2.3|. Procedure: The alkylation of 2-(2-chlorophenyl)-2,4-dihydro-5-(3-methylbutyl)-3H-1,2,4-triazol-3-one with 5-[4'-(bromomethyl)biphenyl-2-yl]-N-trityltetrazole (see Example 2, Step B) was carried out as described in Example 4, Step D, except that a 20% excess of sodium hydride and 50% excess of the alkylating agent were used. After work-up, the crude product mixture was flash chromatographed on silica gel (72 mL for 0.354 mmol, eluted with 0.3% MeOH/CH2Cl2) to give a 39% yield of the desired material, mass s... The reactants are OC1=C(C(=O)O)C=CC(=C1)O (2,4-dihydroxybenzoic acid), S(O)(O)(=O)=O (sulfuric acid), C(OC)(OC)OC (trimethyl orthoformate). Reported procedure: To a solution in methanol (50 mL) of 2,4-dihydroxybenzoic acid (1.54 g, 10 mmol) was added sulfuric acid (0.5 mL) and trimethyl orthoformate (1.6 mL, 15 mmol) and the reaction mixture was stirred at reflux for 36 hours. The reaction mixture was cooled to ambient temperature and diluted with water. The methanol was evaporated in vacuo. The residue was diluted with water and extracted with ether (3×). The combined ether extracts were washed with saturated aqueous sodium bicarbonate (2×) and brine,... Isolated yield 79.7%. Run in O (water), CO (methanol). As a reaction SMILES: [OH:1][C:2]1[CH:10]=[C:9]([OH:11])[CH:8]=[CH:7][C:3]=1[C:4]([OH:6])=[O:5].S(=O)(=O)(O)O.[CH:17](OC)(OC)OC>CO.O>[CH3:17][O:5][C:4](=[O:6])[C:3]1[CH:7]=[CH:8][C:9]([OH:11])=[CH:10][C:2]=1[OH:1]. Product: COC(C1=C(C=C(C=C1)O)O)=O (2,4-dihydroxybenzoic acid methyl ester). Reactants: BrC1=CC=C(C=C1)[N+](=O)[O-] (1-bromo-4-nitro-benzene), Cl.CON (O-methyl-hydroxylamine hydrochloride), CC(C)([O-])C.[K+] (potassium tert-butoxide). The reagents and catalysts are [Cu]Cl (copper(I) chloride). The solvent is CN(C=O)C (N,N-dimethylformamide), COCCOC (ethyleneglycol dimethylether), C(C)(=O)OCC (ethyl acetate). Product: BrC=1C=CC(=C(C1)N)[N+](=O)[O-] (5-Brom0-2-nitro-phenylamine). Yield: 75.2%. As a reaction SMILES: CC(C)([O-])C.[K+].[Br:7][C:8]1[CH:13]=[CH:12][C:11]([N+:14]([O-:16])=[O:15])=[CH:10][CH:9]=1.Cl.CO[NH2:20]>COCCOC.CN(C)C=O.C(OCC)(=O)C.[Cu]Cl>[Br:7][C:8]1[CH:13]=[CH:12][C:11]([N+:14]([O-:16])=[O:15])=[C:10]([NH2:20])[CH:9]=1 |f:0.1,3.4|. Procedure: To a solution of potassium tert-butoxide (14.5 g; 129.2 mmol) and copper(I) chloride (301 mg; 3.04 mmol) in ethyleneglycol dimethylether (120 mL), stirred at 0° C. under nitrogen, a solution of 1-bromo-4-nitro-benzene (1, 6.141 g; 30.4 mmol) and O-methyl-hydroxylamine hydrochloride (3.174 g; 38 mmol) in N,N-dimethylformamide (65 mL) was added drop wise over 103 min, the cooling bath was removed and the mixture was allowed to react at room temperature for 3 h, diluted with ethyl acetate (600 mL) ...